This data is from the Open Reaction Database (ORD), a public repository of structured organic reaction records. The task is: describe an organic reaction: reactants, conditions, products, and yield Reactants: [BH4-], CO, [Na+], CN(C)C=O, O=C1CSc2cc(N=Cc3cccc(OCc4ccc5ccccc5n4)c3)ccc2N1. Yields the product O=C1CSc2cc(NCc3cccc(OCc4ccc5ccccc5n4)c3)ccc2N1. As a reaction SMILES: [BH4-:37].[CH3:39][OH:40].[Na+:38].[O:32]=[CH:33][N:34]([CH3:35])[CH3:36].[n:1]1[c:2]([CH2:11][O:12][c:13]2[cH:14][c:15]([CH:16]=[N:17][c:18]3[cH:19][c:20]4[c:21]([cH:27][cH:28]3)[NH:22][C:23](=[O:26])[CH2:24][S:25]4)[cH:29][cH:30][cH:31]2)[cH:3][cH:4][c:5]2[cH:6][cH:7][cH:8][cH:9][c:10]12>>[n:1]1[c:2]([CH2:11][O:12][c:13]2[cH:14][c:15]([CH2:16][NH:17][c:18]3[cH:19][c:20]4[c:21]([cH:27][cH:28]3)[NH:22][C:23](=[O:26])[CH2:24][S:25]4)[cH:29][cH:30][cH:31]2)[cH:3][cH:4][c:5]2[cH:6][cH:7][cH:8][cH:9][c:10]12.